From a dataset of the Open Reaction Database (ORD), a public repository of structured organic reaction records. describe an organic reaction: reactants, conditions, products, and yield Reaction SMILES: [C:1]([CH3:2])(=[O:3])[O:4][c:5]1[cH:6][c:7]2[c:8]([NH:24][c:25]3[cH:26][c:27]4[cH:28][n:29][n:30]([C:34](=[O:35])[O:36][C:37]([CH3:38])([CH3:39])[CH3:40])[c:31]4[cH:32][cH:33]3)[n:9][c:10](-[c:15]3[cH:16][c:17]([N+:21]([O-:22])=[O:23])[cH:18][cH:19][cH:20]3)[n:11][c:12]2[cH:13][cH:14]1.[CH3:43][OH:44].[N:41]#[N:42]>>[C:1]([CH3:2])(=[O:3])[O:4][c:5]1[cH:6][c:7]2[c:8]([NH:24][c:25]3[cH:26][c:27]4[cH:28][n:29][n:30]([C:34](=[O:35])[O:36][C:37]([CH3:38])([CH3:39])[CH3:40])[c:31]4[cH:32][cH:33]3)[n:9][c:10](-[c:15]3[cH:16][c:17]([NH2:21])[cH:18][cH:19][cH:20]3)[n:11][c:12]2[cH:13][cH:14]1. Product: CC(=O)Oc1ccc2nc(-c3cccc(N)c3)nc(Nc3ccc4c(cnn4C(=O)OC(C)(C)C)c3)c2c1. The reactants are CC(=O)Oc1ccc2nc(-c3cccc([N+](=O)[O-])c3)nc(Nc3ccc4c(cnn4C(=O)OC(C)(C)C)c3)c2c1, CO, N#N.